From a dataset of the Open Reaction Database (ORD), a public repository of structured organic reaction records. describe an organic reaction: reactants, conditions, products, and yield Reactants: [BH3-]C#N, C=O, CO, ClCCl, Cl, [Na+], c1cc(-c2cnc(N3CCNCC3)c3nncn23)co1. The product is CN1CCN(c2ncc(-c3ccoc3)n3cnnc23)CC1. Reaction SMILES: [C:27]([BH3-:28])#[N:29].[CH2:22]=[O:23].[CH3:31][OH:32].[Cl:24][CH2:25][Cl:26].[ClH:21].[Na+:30].[o:1]1[cH:2][c:3](-[c:6]2[cH:7][n:8][c:9]([N:15]3[CH2:16][CH2:17][NH:18][CH2:19][CH2:20]3)[c:10]3[n:11]2[cH:12][n:13][n:14]3)[cH:4][cH:5]1>>[o:1]1[cH:2][c:3](-[c:6]2[cH:7][n:8][c:9]([N:15]3[CH2:16][CH2:17][N:18]([CH3:25])[CH2:19][CH2:20]3)[c:10]3[n:11]2[cH:12][n:13][n:14]3)[cH:4][cH:5]1. Starting materials: OC1CCN(CC1)C=1C=C2C=CC(NC2=CC1)=O (6-(4-hydroxypiperidino)carbostyril), C(C1=CC=CC=C1)(=O)Cl (benzoyl chloride), N1=CC=CC=C1 (pyridine), C([O-])(O)=O.[Na+] (sodium bicarbonate). Solvent: O (water). Reaction conditions: temperature 100 celsius. Product: C(C1=CC=CC=C1)(=O)OC1CCN(CC1)C=1C=C2C=CC(NC2=CC1)=O (6-(4-benzoyloxypiperidino)-2(1H)-quinolinone). Yield: 50.5%. As a reaction SMILES: [OH:1][CH:2]1[CH2:7][CH2:6][N:5]([C:8]2[CH:9]=[C:10]3[C:15](=[CH:16][CH:17]=2)[NH:14][C:13](=[O:18])[CH:12]=[CH:11]3)[CH2:4][CH2:3]1.[C:19](Cl)(=[O:26])[C:20]1[CH:25]=[CH:24][CH:23]=[CH:22][CH:21]=1.N1C=CC=CC=1.C(=O)(O)[O-].[Na+]>O>[C:19]([O:1][CH:2]1[CH2:7][CH2:6][N:5]([C:8]2[CH:9]=[C:10]3[C:15](=[CH:16][CH:17]=2)[NH:14][C:13](=[O:18])[CH:12]=[CH:11]3)[CH2:4][CH2:3]1)(=[O:26])[C:20]1[CH:25]=[CH:24][CH:23]=[CH:22][CH:21]=1 |f:3.4|. Procedure details: A mixture of 6-(4-hydroxypiperidino)carbostyril (0.25 g), benzoyl chloride (0.17 g) and dry pyridine (2 mL) was heated for 3 hours at 100° C. The reaction mixture was cooled and water (about 25 mL) and sodium bicarbonate (1 g) were added. The mixture was chilled in ice and stirred. The resulting solid was removed by filtration, washed with water and dried to give crude 6-(4-benzoyloxypiperidino)-2(1H)-quinolinone (0.25 g). Recrystallization twice from ethyl acetate gave 6-(4-benzoyloxypiperidino... As a reaction SMILES: [Br:1][c:2]1[n:3][c:4](-[n:8]2[c:9]([CH3:14])[cH:10][cH:11][c:12]2[CH3:13])[cH:5][cH:6][cH:7]1.[CH2:15]([c:16]1[cH:17][cH:18][cH:19][cH:20][cH:21]1)[O:22][c:23]1[cH:24][c:25]([O:34][CH3:35])[c:26]([B:31]([OH:32])[OH:33])[cH:27][c:28]1[CH2:29][CH3:30].[CH3:42][CH2:43][OH:44].[Na+:36].[Na+:37].[O-:38][C:39](=[O:40])[O-:41].[OH2:45].[cH:46]1[cH:47][cH:48][c:49]([P:50]([Pd:51]([P:52]([c:53]2[cH:54][cH:55][cH:56][cH:57][cH:58]2)([c:59]2[cH:60][cH:61][cH:62][cH:63][cH:64]2)[c:65]2[cH:66][cH:67][cH:68][cH:69][cH:70]2)([P:71]([c:72]2[cH:73][cH:74][cH:75][cH:76][cH:77]2)([c:78]2[cH:79][cH:80][cH:81][cH:82][cH:83]2)[c:84]2[cH:85][cH:86][cH:87][cH:88][cH:89]2)[P:90]([c:91]2[cH:92][cH:93][cH:94][cH:95][cH:96]2)([c:97]2[cH:98][cH:99][cH:100][cH:101][cH:102]2)[c:103]2[cH:104][cH:105][cH:106][cH:107][cH:108]2)([c:109]2[cH:110][cH:111][cH:112][cH:113][cH:114]2)[c:115]2[cH:116][cH:117][cH:118][cH:119][cH:120]2)[cH:121][cH:122]1>>[c:2]1(-[c:26]2[c:25]([O:34][CH3:35])[cH:24][c:23]([O:22][CH2:15][c:16]3[cH:17][cH:18][cH:19][cH:20][cH:21]3)[c:28]([CH2:29][CH3:30])[cH:27]2)[n:3][c:4](-[n:8]2[c:9]([CH3:14])[cH:10][cH:11][c:12]2[CH3:13])[cH:5][cH:6][cH:7]1. The product is CCc1cc(-c2cccc(-n3c(C)ccc3C)n2)c(OC)cc1OCc1ccccc1. The reactants are Cc1ccc(C)n1-c1cccc(Br)n1, CCc1cc(B(O)O)c(OC)cc1OCc1ccccc1, CCO, [Na+], [Na+], O=C([O-])[O-], O, c1ccc(P(c2ccccc2)(c2ccccc2)[Pd](P(c2ccccc2)(c2ccccc2)c2ccccc2)(P(c2ccccc2)(c2ccccc2)c2ccccc2)P(c2ccccc2)(c2ccccc2)c2ccccc2)cc1. Starting materials: [H][H] (Hydrogen), [N+](=O)([O-])C1=C(C=CC=C1)C1=NN=C(O1)N (5-(2-nitrophenyl)-[1,3,4]oxadiazol-2-ylamine). Product: NC1=C(C=CC=C1)C1=NN=C(O1)N (5-(2-aminophenyl)-[1,3,4]oxadiazol-2-ylamine). RXN SMILES: [H][H].[N+:3]([C:6]1[CH:11]=[CH:10][CH:9]=[CH:8][C:7]=1[C:12]1[O:16][C:15]([NH2:17])=[N:14][N:13]=1)([O-])=O>>[NH2:3][C:6]1[CH:11]=[CH:10][CH:9]=[CH:8][C:7]=1[C:12]1[O:16][C:15]([NH2:17])=[N:14][N:13]=1. Procedure details: Hydrogen was introduced at atmospheric pressure into the solution of 350 mg of 5-(2-nitrophenyl)-[1,3,4]oxadiazol-2-ylamine until the theoretical amount had been taken up. After filtering off the catalyst with suction and concentrating the mixture under reduced pressure, the remaining oily residue was purified by column chromatography (solvent: 95:5 dichloromethane/methanol; silica gel). The reactants are NO (Hydroxylamine), BrC=1C=C2C(=NC1)C(C1=C(CC2)C=C(C=C1)Cl)N1CCN(CC1)C(CC1CCN(CC1)C(OC1=CC=CC=C1)=NC#N)=O (Phenyl 4-[2-[4-(3-bromo-8-chloro-6,11-dihydro-5H-benzo[5,6] cyclohepta[1,2-b]pyridin-11-yl)-1-piperazinyl]-2-oxoethyl]-N-cyano-1-piperidine-carboximidate). Run in CO (methanol). Reaction conditions: temperature 25 celsius, time 1 hour. Product: title compounds, BrC=1C=C2C(=NC1)C(C1=C(CC2)C=C(C=C1)Cl)N1CCN(CC1)C(CC1CCN(CC1)C1=NOC(=N1)N)=O (3-[4-[2-[4-(3-bromo-8-chloro-6,11-dihydro-5H-benzo[5,6]cyclohepta[1,2-b]pyridin-11-yl)-1-piperazinyl]-2-oxoethyl]-1-piperidinyl]-5-amino-1,2,4-oxadiazole), BrC=1C=C2C(=NC1)C(C1=C(CC2)C=C(C=C1)Cl)N1CCN(CC1)C(CC1CCN(CC1)C1=NC(=NO1)N)=O (5-[4-[2-[4-(3-bromo-8-chloro-6,11-dihydro-5H-benzo[5,6]cyclohepta-[1,2-b]pyridin-11-yl)-1-piperazinyl]-2-oxoethyl]-1-piperidinyl]-3-amino-1,2,4-oxadiazole). RXN SMILES: [Br:1][C:2]1[CH:3]=[C:4]2[CH2:12][CH2:11][C:10]3[CH:13]=[C:14]([Cl:17])[CH:15]=[CH:16][C:9]=3[CH:8]([N:18]3[CH2:23][CH2:22][N:21]([C:24](=[O:43])[CH2:25][CH:26]4[CH2:31][CH2:30][N:29]([C:32](=[N:40][C:41]#[N:42])[O:33]C5C=CC=CC=5)[CH2:28][CH2:27]4)[CH2:20][CH2:19]3)[C:5]2=[N:6][CH:7]=1.[NH2:44][OH:45]>CO>[Br:1][C:2]1[CH:3]=[C:4]2[CH2:12][CH2:11][C:10]3[CH:13]=[C:14]([Cl:17])[CH:15]=[CH:16][C:9]=3[CH:8]([N:18]3[CH2:19][CH2:20][N:21]([C:24](=[O:43])[CH2:25][CH:26]4[CH2:27][CH2:28][N:29]([C:32]5[N:40]=[C:41]([NH2:42])[O:45][N:44]=5)[CH2:30][CH2:31]4)[CH2:22][CH2:23]3)[C:5]2=[N:6][CH:7]=1.[Br:1][C:2]1[CH:3]=[C:4]2[CH2:12][CH2:11][C:10]3[CH:13]=[C:14]([Cl:17])[CH:15]=[CH:16][C:9]=3[CH:8]([N:18]3[CH2:19][CH2:20][N:21]([C:24](=[O:43])[CH2:25][CH:26]4[CH2:27][CH2:28][N:29]([C:32]5[O:33][N:42]=[C:41]([NH2:44])[N:40]=5)[CH2:30][CH2:31]4)[CH2:22][CH2:23]3)[C:5]2=[N:6][CH:7]=1. Procedure: Phenyl 4-[2-[4-(3-bromo-8-chloro-6,11-dihydro-5H-benzo[5,6] cyclohepta[1,2-b]pyridin-11-yl)-1-piperazinyl]-2-oxoethyl]-N-cyano-1-piperidine-carboximidate (Step A of Example 8) (1 equivalent) is dissolved in methanol. Hydroxylamine (1 equivalent) is added and the mixture is stirred at 25° C. for 1h. The mixture is evaporated to dryness and chromatographed on silica gel to give the title compounds of Formulas 7.2 ((3-[4-[2-[4-(3-bromo-8-chloro-6,11-dihydro-5H-benzo[5,6]cyclohepta[1,2-b]pyridin-11-... The reactants are C(CCCCCCCCCCCCCCCCC)N(CCCCCCCCCCCCCCCCCC)CCCCCCCCCCCCCCCCCC (trioctadecylamine), C(CCCCCCCCCCCCCCCCC)I (octadecyl iodide). The solvent is CC#N (CH3CN). Reaction conditions: time 5 day. Yields the product [I-].C(CCCCCCCCCCCCCCCCC)[N+](CCCCCCCCCCCCCCCCCC)(CCCCCCCCCCCCCCCCCC)CCCCCCCCCCCCCCCCCC (Tetraoctadecylammonium iodide). RXN SMILES: [CH2:1]([N:19]([CH2:38][CH2:39][CH2:40][CH2:41][CH2:42][CH2:43][CH2:44][CH2:45][CH2:46][CH2:47][CH2:48][CH2:49][CH2:50][CH2:51][CH2:52][CH2:53][CH2:54][CH3:55])[CH2:20][CH2:21][CH2:22][CH2:23][CH2:24][CH2:25][CH2:26][CH2:27][CH2:28][CH2:29][CH2:30][CH2:31][CH2:32][CH2:33][CH2:34][CH2:35][CH2:36][CH3:37])[CH2:2][CH2:3][CH2:4][CH2:5][CH2:6][CH2:7][CH2:8][CH2:9][CH2:10][CH2:11][CH2:12][CH2:13][CH2:14][CH2:15][CH2:16][CH2:17][CH3:18].[CH2:56]([I:74])[CH2:57][CH2:58][CH2:59][CH2:60][CH2:61][CH2:62][CH2:63][CH2:64][CH2:65][CH2:66][CH2:67][CH2:68][CH2:69][CH2:70][CH2:71][CH2:72][CH3:73]>CC#N>[I-:74].[CH2:38]([N+:19]([CH2:73][CH2:72][CH2:71][CH2:70][CH2:69][CH2:68][CH2:67][CH2:66][CH2:65][CH2:64][CH2:63][CH2:62][CH2:61][CH2:60][CH2:59][CH2:58][CH2:57][CH3:56])([CH2:1][CH2:2][CH2:3][CH2:4][CH2:5][CH2:6][CH2:7][CH2:8][CH2:9][CH2:10][CH2:11][CH2:12][CH2:13][CH2:14][CH2:15][CH2:16][CH2:17][CH3:18])[CH2:20][CH2:21][CH2:22][CH2:23][CH2:24][CH2:25][CH2:26][CH2:27][CH2:28][CH2:29][CH2:30][CH2:31][CH2:32][CH2:33][CH2:34][CH2:35][CH2:36][CH3:37])[CH2:39][CH2:40][CH2:41][CH2:42][CH2:43][CH2:44][CH2:45][CH2:46][CH2:47][CH2:48][CH2:49][CH2:50][CH2:51][CH2:52][CH2:53][CH2:54][CH3:55] |f:3.4|. Reported procedure: Tetraoctadecylammonium iodide is prepared according to the following process. 70 mg (0.090 mmol) trioctadecylamine, 0.10 g (0.26 mmol) octadecyl iodide (recrystallized from 95% material, Fluka), and 3 ml CH3CN (HPLC grade, Fisher) are placed into a 10 ml roundbottomed flask. The mixture is refluxed under a dry nitrogen atmosphere with stirring for 5 days. 55 mg (53%) white solid, mp 104°-105° C., is recovered after the solvent is evaporated, and recrystallized twice in ethanol/Et2O. IR(KBr) 2918... Starting materials: CCOC(=O)Cc1cc(C(=O)c2ccc(C#Cc3ccc(C(=O)OCc4ccccc4)cc3)c([N+](=O)[O-])c2)sc1Br, CCOC(C)=O, [Cl-], [Na+], O=C([O-])O, O, O. Yields the product CCOC(=O)Cc1cc(C(=O)c2ccc(C#Cc3ccc(C(=O)OCc4ccccc4)cc3)c(N)c2)sc1Br. RXN SMILES: [Br:1][c:2]1[c:3]([CH2:36][C:37](=[O:38])[O:39][CH2:40][CH3:41])[cH:4][c:5]([C:7](=[O:8])[c:9]2[cH:10][c:11]([N+:33]([O-:34])=[O:35])[c:12]([C:15]#[C:16][c:17]3[cH:18][cH:19][c:20]([C:21](=[O:22])[O:23][CH2:24][c:25]4[cH:26][cH:27][cH:28][cH:29][cH:30]4)[cH:31][cH:32]3)[cH:13][cH:14]2)[s:6]1.[CH3:50][CH2:51][O:52][C:53]([CH3:54])=[O:55].[Cl-:44].[Na+:49].[O-:45][C:46]([OH:47])=[O:48].[OH2:42].[OH2:43]>>[Br:1][c:2]1[c:3]([CH2:36][C:37](=[O:38])[O:39][CH2:40][CH3:41])[cH:4][c:5]([C:7](=[O:8])[c:9]2[cH:10][c:11]([NH2:33])[c:12]([C:15]#[C:16][c:17]3[cH:18][cH:19][c:20]([C:21](=[O:22])[O:23][CH2:24][c:25]4[cH:26][cH:27][cH:28][cH:29][cH:30]4)[cH:31][cH:32]3)[cH:13][cH:14]2)[s:6]1.